Dataset: the Open Reaction Database (ORD), a public repository of structured organic reaction records. Task: describe an organic reaction: reactants, conditions, products, and yield Starting materials: FC=1C=CC(=C2CCC(C(C12)=O)C=O)OC (8-Fluoro-2-formyl-5-methoxy-1-tetralone), ClC=1C(C(=C(C(C1Cl)=O)C#N)C#N)=O (2,3-Dichloro-5,6-dicyanobenzoquinone). Solvent: O1CCOCC1 (dioxan). The product is OC1=C(C=CC2=C(C=CC(=C12)F)OC)C=O (1-hydroxy-5-methoxy-8-fluoro-2-naphthaldehyde). As a reaction SMILES: [F:1][C:2]1[CH:3]=[CH:4][C:5]([O:15][CH3:16])=[C:6]2[C:11]=1[C:10](=[O:12])[CH:9]([CH:13]=[O:14])[CH2:8][CH2:7]2.ClC1C(=O)C(C#N)=C(C#N)C(=O)C=1Cl>O1CCOCC1>[OH:12][C:10]1[C:11]2[C:6](=[C:5]([O:15][CH3:16])[CH:4]=[CH:3][C:2]=2[F:1])[CH:7]=[CH:8][C:9]=1[CH:13]=[O:14]. Procedure: 8-Fluoro-2-formyl-5-methoxy-1-tetralone (20 g) was dissolved in dioxan. 2,3-Dichloro-5,6-dicyanobenzoquinone (21 g) was added and the mixture was heated under reflux for 2 hours. The mixture was allowed to cool and was filtered to remove solids. The solvent was removed under reduced pressure and the residue taken up in ethyl acetate. The product solution was washed with saturated NaHCO3 (aq) (×3), dried (MgSO4), filtered and evaporated to give a dark solid. This material was recrystallised from ...